Dataset: the Open Reaction Database (ORD), a public repository of structured organic reaction records. Task: describe an organic reaction: reactants, conditions, products, and yield Starting materials: ClN1C(CCC1=O)=O (N-chlorosuccinimide), BrC1=CC=C2N(C=C3C[C@H]4N(C[C@H](C[C@@H]4C1=C32)NC(N(CC)CC)=O)C)[Si](C)(C)C(C)(C)C (3-(12-bromo-1-tert-butyldimethylsilyl-6-methyl-8α-ergolinyl)-1,1-diethylurea). Product: C(C)(=O)C=1C=C2NC=C3C[C@H]4N(C[C@H](C[C@@H]4C(C1)=C32)NC(N(CC)CC)=O)C (3-(13-acetyl-6-methyl-8α-ergolinyl)-1,1-diethylurea). Reaction SMILES: ClN1[C:6](=[O:7])[CH2:5]CC1=O.Br[C:10]1[C:24]2=[C:25]3[C:13]([N:14]([Si](C(C)(C)C)(C)C)[CH:15]=[C:16]3[CH2:17][C@@H:18]3[C@@H:23]2[CH2:22][C@H:21]([NH:26][C:27](=[O:33])[N:28]([CH2:31][CH3:32])[CH2:29][CH3:30])[CH2:20][N:19]3[CH3:34])=[CH:12][CH:11]=1>>[C:6]([C:11]1[CH:12]=[C:13]2[C:25]3[C:16]([CH2:17][C@@H:18]4[C@@H:23]([C:24]=3[CH:10]=1)[CH2:22][C@H:21]([NH:26][C:27](=[O:33])[N:28]([CH2:29][CH3:30])[CH2:31][CH3:32])[CH2:20][N:19]4[CH3:34])=[CH:15][NH:14]2)(=[O:7])[CH3:5]. Procedure details: With N-chlorosuccinimide and 3-(12-bromo-1-tert-butyldimethylsilyl-6-methyl-8α-ergolinyl)-1,1-diethylurea: